From a dataset of the Open Reaction Database (ORD), a public repository of structured organic reaction records. describe an organic reaction: reactants, conditions, products, and yield Starting materials: C1(CC1)COC1=C(C=C(C(=C1)F)OC)C=1C2=C(N=CN1)C(=C(N2COCC[Si](C)(C)C)C)C(=O)O (4-[2-(cyclopropylmethoxy)-4-fluoro-5-methoxyphenyl]-6-methyl-5-{[2-(trimethylsilyl)ethoxy]methyl}-5H-pyrrolo[3,2-d]pyrimidine-7-carboxylic acid), NC1CCN(CC1)C(=O)OC(C)(C)C (tert-butyl 4-amino-piperidine-1-carboxylate). The product is C1(CC1)COC1=C(C=C(C(=C1)F)OC)C=1C2=C(N=CN1)C(=C(N2COCC[Si](C)(C)C)C)C(=O)NC2CCN(CC2)C(=O)OC(C)(C)C (tert-Butyl 4-{[(4-[2-cyclopropylmethoxy-4-fluoro-5-methoxyphenyl]-6-methyl-5-{[2-(trimethylsilyl)ethoxy]methyl}-5H-pyrrolo[3,2-d]pyrimidin-7-yl)carbonyl]amino}piperidine-1-carboxylate). RXN SMILES: [CH:1]1([CH2:4][O:5][C:6]2[CH:11]=[C:10]([F:12])[C:9]([O:13][CH3:14])=[CH:8][C:7]=2[C:15]2[C:16]3[N:23]([CH2:24][O:25][CH2:26][CH2:27][Si:28]([CH3:31])([CH3:30])[CH3:29])[C:22]([CH3:32])=[C:21]([C:33]([OH:35])=O)[C:17]=3[N:18]=[CH:19][N:20]=2)[CH2:3][CH2:2]1.[NH2:36][CH:37]1[CH2:42][CH2:41][N:40]([C:43]([O:45][C:46]([CH3:49])([CH3:48])[CH3:47])=[O:44])[CH2:39][CH2:38]1>>[CH:1]1([CH2:4][O:5][C:6]2[CH:11]=[C:10]([F:12])[C:9]([O:13][CH3:14])=[CH:8][C:7]=2[C:15]2[C:16]3[N:23]([CH2:24][O:25][CH2:26][CH2:27][Si:28]([CH3:29])([CH3:30])[CH3:31])[C:22]([CH3:32])=[C:21]([C:33]([NH:36][CH:37]4[CH2:38][CH2:39][N:40]([C:43]([O:45][C:46]([CH3:49])([CH3:48])[CH3:47])=[O:44])[CH2:41][CH2:42]4)=[O:35])[C:17]=3[N:18]=[CH:19][N:20]=2)[CH2:3][CH2:2]1. Procedure: Starting from 4-[2-(cyclopropylmethoxy)-4-fluoro-5-methoxyphenyl]-6-methyl-5-{[2-(trimethylsilyl)ethoxy]methyl}-5H-pyrrolo[3,2-d]pyrimidine-7-carboxylic acid (example D.c10) and commercially available tert-butyl 4-amino-piperidine-1-carboxylate the title compound is obtained as colorless foam. Solvent: CCO (EtOH), Cl (HCl). As a reaction SMILES: [C:1]1([C:43]2[CH:48]=[CH:47][CH:46]=[CH:45][CH:44]=2)[CH:6]=[CH:5][C:4]([O:7][CH2:8][C:9]2[CH:14]=[C:13]([C:15]3[O:16][CH:17]=[CH:18][N:19]=3)[CH:12]=[CH:11][C:10]=2[C:20]2[C:21]([S:26]([N:29]([C:36]3[O:40][N:39]=[C:38]([CH3:41])[C:37]=3[CH3:42])COCCOC)(=[O:28])=[O:27])=[CH:22][CH:23]=[CH:24][CH:25]=2)=[CH:3][CH:2]=1>CCO.Cl>[C:1]1([C:43]2[CH:48]=[CH:47][CH:46]=[CH:45][CH:44]=2)[CH:2]=[CH:3][C:4]([O:7][CH2:8][C:9]2[CH:14]=[C:13]([C:15]3[O:16][CH:17]=[CH:18][N:19]=3)[CH:12]=[CH:11][C:10]=2[C:20]2[C:21]([S:26]([NH:29][C:36]3[O:40][N:39]=[C:38]([CH3:41])[C:37]=3[CH3:42])(=[O:28])=[O:27])=[CH:22][CH:23]=[CH:24][CH:25]=2)=[CH:5][CH:6]=1. The reactants are C1(=CC=C(C=C1)OCC1=C(C=CC(=C1)C=1OC=CN1)C=1C(=CC=CC1)S(=O)(=O)N(COCCOC)C1=C(C(=NO1)C)C)C1=CC=CC=C1 (2'-[([1,1'-Biphenyl]-4-yloxy)methyl]-N-(3,4-dimethyl-5-isoxazolyl)-N-[(2-methoxyethoxy)methyl]-4'-(2-oxazolyl)[1,1'-biphenyl]-2-sulfonamide). Product: C1(=CC=C(C=C1)OCC1=C(C=CC(=C1)C=1OC=CN1)C=1C(=CC=CC1)S(=O)(=O)NC1=C(C(=NO1)C)C)C1=CC=CC=C1 (2'-[([1,1-Biphenyl]-4-yloxy)methyl]-N-(3,4-dimethyl-5-isoxazolyl)-4'-(2-oxazolyl)[1,1'-biphenyl]-2-sulfonamide). Reported procedure: To a solution of the title compound of Step (A) in 3 ml of 95% EtOH, 3 ml 6N HCl was added. The reaction was refluxed for 1 h and 10 min and concentrated. The residue was neutralized to pH>8 with NaHCO3, and was then acidified to pH 5 with aq. NaHSO4, and extracted with 3×20 ml EtOAc. The organic extracts were washed with brine, dried and concentrated. The residue was chromatographed on silica gel using 70:30:0.25 hexane/EtOAc/AcOH to furnish the title compound of this Example (45 mg, 75% for tw... RXN SMILES: [CH:1]1[C:10]2[C:5](=[CH:6][CH:7]=[CH:8][CH:9]=2)[CH2:4][CH2:3][C:2]=1[CH2:11][N:12]1[CH2:17][CH2:16][C:15](=O)[CH2:14][CH2:13]1.[NH2:19][C:20]1[CH:25]=[CH:24][CH:23]=[CH:22][CH:21]=1.[C-:26]#[N:27].[K+].[OH-].[NH4+]>O.C(O)(=O)C>[CH:1]1[C:10]2[C:5](=[CH:6][CH:7]=[CH:8][CH:9]=2)[CH2:4][CH2:3][C:2]=1[CH2:11][N:12]1[CH2:17][CH2:16][C:15]([NH:19][C:20]2[CH:25]=[CH:24][CH:23]=[CH:22][CH:21]=2)([C:26]#[N:27])[CH2:14][CH2:13]1 |f:2.3,4.5|. Procedure details: A mixture of 1-[(3,4-dihydro-2-naphthalenyl)methyl]-4-oxopiperidine (24.0 g), aniline (9.3 g), and glacial acetic acid (70 ml) is cooled to 30° C and heated with a solution of potassium cyanide (7.2 g) in water (20 ml). The resulting mixture is stirred for 16 hours at room temperature. The reaction mixture is poured into aqueous ammonium hydroxide and extracted with chloroform. The organic solution is dried and concentrated to give the title compound. The solvent is C(C)(=O)O (acetic acid), O (water). Product: C1=C(CCC2=CC=CC=C12)CN1CCC(C#N)(CC1)NC1=CC=CC=C1 (1-[(3,4-Dihydro-2-naphthalenyl)methyl]-4-anilino isonipecotonitrile). Conditions: temperature 30 celsius, time 16 hour. Reactants: [OH-].[NH4+] (ammonium hydroxide), C1=C(CCC2=CC=CC=C12)CN1CCC(CC1)=O (1-[(3,4-dihydro-2-naphthalenyl)methyl]-4-oxopiperidine), NC1=CC=CC=C1 (aniline), [C-]#N.[K+] (potassium cyanide).